From a dataset of the Open Reaction Database (ORD), a public repository of structured organic reaction records. describe an organic reaction: reactants, conditions, products, and yield Reactants: C1CCOC1, COC(=O)c1cc(Br)cc(NC(=O)CCCCl)c1, CCOC(C)=O, [H-], [Na+], O. The product is COC(=O)c1cc(Br)cc(N2CCCC2=O)c1. Reaction SMILES: [CH2:22]1[O:23][CH2:24][CH2:25][CH2:26]1.[CH3:1][O:2][C:3]([c:4]1[cH:5][c:6]([Br:17])[cH:7][c:8]([NH:10][C:11]([CH2:12][CH2:13][CH2:14][Cl:15])=[O:16])[cH:9]1)=[O:18].[CH3:27][CH2:28][O:29][C:30]([CH3:31])=[O:32].[H-:20].[Na+:19].[OH2:21]>>[CH3:1][O:2][C:3]([c:4]1[cH:5][c:6]([Br:17])[cH:7][c:8]([N:10]2[C:11](=[O:16])[CH2:12][CH2:13][CH2:14]2)[cH:9]1)=[O:18]. Reactants: C(C)(C)OC1=CC=C(C(C(=O)O)=C1)N (5-isopropoxyanthranilic acid), COCCOCCOCCOC (triglyme), ClC1=NC=C(C=C1)C#N (2-chloro-5-cyanopyridine), [I-].[K+] (potassium iodide). Product: C(#N)C=1C=CC2=NC3=CC=C(C=C3C(N2C1)=O)OC(C)C (8-cyano-2-isopropoxy-11-oxo-11H-pyrido[2,1-b]quinazoline). As a reaction SMILES: [CH:1]([O:4][C:5]1[CH:13]=[C:9]([C:10]([OH:12])=O)[C:8]([NH2:14])=[CH:7][CH:6]=1)([CH3:3])[CH3:2].Cl[C:16]1[CH:21]=[CH:20][C:19]([C:22]#[N:23])=[CH:18][N:17]=1.[I-].[K+].COCCOCCOCCOC>>[C:22]([C:19]1[CH:20]=[CH:21][C:16]2[N:17]([CH:18]=1)[C:10](=[O:12])[C:9]1[C:8](=[CH:7][CH:6]=[C:5]([O:4][CH:1]([CH3:2])[CH3:3])[CH:13]=1)[N:14]=2)#[N:23] |f:2.3|. Procedure details: A mixture of 16.7 g. of 5-isopropoxyanthranilic acid, 10.0 g. of 2-chloro-5-cyanopyridine and 0.01 g. of potassium iodide in 30 ml. of triglyme was heated to a bath temperature of 150° overnight under a stream of argon. On cooling, the mixture was triturated with ethanol and water. A gummy solid was collected, dissolved in hot ethyl acetate, filtered and the filtrate was evaporated to give 8.4 g. of crude product (38% yield). Two recrystallizations of this solid from dimethylformamide-acetic aci...